Dataset: the Open Reaction Database (ORD), a public repository of structured organic reaction records. Task: describe an organic reaction: reactants, conditions, products, and yield Starting materials: NC1=C(C(=O)C2=CC=CC=C2)C=CC=C1 (2-aminobenzophenone), CC1=CC=C(C#N)C=C1 (4-methylbenzonitrile), [H-].[Na+] (sodium hydride). Run in C1CCOC1 (THF). Conditions: temperature 60 celsius, time 2 hour. Yields the product CC1=CC=C(C=C1)C1=NC2=CC=CC=C2C(=N1)C1=CC=CC=C1 (2-(4-methylphenyl)-4-phenylquinazoline). Reaction SMILES: [NH2:1][C:2]1[CH:15]=[CH:14][CH:13]=[CH:12][C:3]=1[C:4]([C:6]1[CH:11]=[CH:10][CH:9]=[CH:8][CH:7]=1)=O.[CH3:16][C:17]1[CH:24]=[CH:23][C:20]([C:21]#[N:22])=[CH:19][CH:18]=1.[H-].[Na+]>C1COCC1>[CH3:16][C:17]1[CH:24]=[CH:23][C:20]([C:21]2[N:22]=[C:4]([C:6]3[CH:11]=[CH:10][CH:9]=[CH:8][CH:7]=3)[C:3]3[C:2](=[CH:15][CH:14]=[CH:13][CH:12]=3)[N:1]=2)=[CH:19][CH:18]=1 |f:2.3|. Procedure: A 7.9 g portion of 2-aminobenzophenone, 4.7 g of 4-methylbenzonitrile and 2.0 g of 60% sodium hydride were suspended in 40 ml of THF and heated at 60° C. with stirring for 2 hours. After completion of the reaction, the reaction mixture was allowed to cool and the precipitate was collected by filtration, thus giving 5.7 g of 2-(4-methylphenyl)-4-phenylquinazoline as a crude product. Then 4.4 g of the compound thus obtained, 2.7 g of NBS and 0.2 g of benzoyl peroxide were suspended in 50 ml of car... The reactants are CCSC1(CCO)C(=O)Nc2ccc(F)cc21, COc1ccc2c(c1)C(N1CCNCC1)CCC2. Yields the product CCSC1(CCN2CCN(C3CCCc4ccc(OC)cc43)CC2)C(=O)Nc2ccc(F)cc21. RXN SMILES: [CH2:19]([CH3:20])[S:21][C:22]1([CH2:33][CH2:34][OH:35])[C:23](=[O:32])[NH:24][c:25]2[cH:26][cH:27][c:28]([F:31])[cH:29][c:30]21.[CH3:1][O:2][c:3]1[cH:4][cH:5][c:6]2[c:11]([cH:12]1)[CH:10]([N:13]1[CH2:14][CH2:15][NH:16][CH2:17][CH2:18]1)[CH2:9][CH2:8][CH2:7]2>>[CH3:1][O:2][c:3]1[cH:4][cH:5][c:6]2[c:11]([cH:12]1)[CH:10]([N:13]1[CH2:14][CH2:15][N:16]([CH2:34][CH2:33][C:22]3([S:21][CH2:19][CH3:20])[C:23](=[O:32])[NH:24][c:25]4[cH:26][cH:27][c:28]([F:31])[cH:29][c:30]43)[CH2:17][CH2:18]1)[CH2:9][CH2:8][CH2:7]2. The reactants are CC(=O)[O-], O=Cc1ccc(Cl)c(Cl)c1, Cl, NO, [Na+], C1CCOC1, O. Product: ON=Cc1ccc(Cl)c(Cl)c1. As a reaction SMILES: [CH3:5][C:6](=[O:7])[O-:8].[Cl:9][c:10]1[cH:11][c:12]([CH:13]=[O:14])[cH:15][cH:16][c:17]1[Cl:18].[ClH:1].[NH2:2][OH:3].[Na+:4].[O:20]1[CH2:21][CH2:22][CH2:23][CH2:24]1.[OH2:19]>>[N:2]([OH:3])=[CH:13][c:12]1[cH:11][c:10]([Cl:9])[c:17]([Cl:18])[cH:16][cH:15]1. Reactants: [OH-].[Na+] (sodium hydroxide), C(C)(=O)NCCNC=1C2=C(N=C(N1)C1=CC=CC=C1)N(C(=C2)C(=O)O)S(=O)(=O)C2=CC=CC=C2 (4-(2-Acetylaminoethylamino)-7-benzenesulfonyl-2-phenyl-7H-pyrrolo[2,3-d]-pyrimidine-6-carboxylic acid). Run in CO (methanol), CO (methanol). Conditions: time 1.5 hour. The product is C(C)(=O)NCCNC=1C2=C(N=C(N1)C1=CC=CC=C1)NC(=C2)C(=O)O (4-(2-Acetylaminoethylamino)-2-phenyl-7H-pyrrolo[2,3-d]pyrimidine-6-carboxylic acid). Isolated yield 97.7%. As a reaction SMILES: [OH-].[Na+].[C:3]([NH:6][CH2:7][CH2:8][NH:9][C:10]1[C:11]2[CH:24]=[C:23]([C:25]([OH:27])=[O:26])[N:22](S(C3C=CC=CC=3)(=O)=O)[C:12]=2[N:13]=[C:14]([C:16]2[CH:21]=[CH:20][CH:19]=[CH:18][CH:17]=2)[N:15]=1)(=[O:5])[CH3:4]>CO>[C:3]([NH:6][CH2:7][CH2:8][NH:9][C:10]1[C:11]2[CH:24]=[C:23]([C:25]([OH:27])=[O:26])[NH:22][C:12]=2[N:13]=[C:14]([C:16]2[CH:21]=[CH:20][CH:19]=[CH:18][CH:17]=2)[N:15]=1)(=[O:5])[CH3:4] |f:0.1|. Procedure: A solution of sodium hydroxide in methanol (65 mL, 5M, 325 mmol) is added to a solution of the pyrrolopyrimidine 28a (6.3 g, 13.1 mmol) in methanol (35 mL). After 1.5 h, MeOH is evaporated. The residue is dissolved in 2N NaOH (200 mL) and extracted with Et2O (2×30 mL). The aqueous layer is acidified to pH≈3-4 with aq. HCl (first with 12N HCl until some solid has precipitated, then with 2N HCl until pH 3-4 is reached and no more solid precipitates). The beige solid is filtered off and dried, givi... Starting materials: [N+](=O)([O-])C=1C=C(C=CC1)S(=O)(=O)Cl (m-nitrobenzenesulfonyl chloride), C(C)(C)NCCCN (N-isopropyl propane-1,3-diamine), hydrochloride salt. Yields the product CC(C)NCCCNS(=O)(=O)C1=CC(=CC=C1)[N+](=O)[O-] (N-[3-[(1-Methylethyl)amino]propyl]-3-nitrobenzene sulfonamide). RXN SMILES: [N+:1]([C:4]1[CH:5]=[C:6]([S:10](Cl)(=[O:12])=[O:11])[CH:7]=[CH:8][CH:9]=1)([O-:3])=[O:2].[CH:14]([NH:17][CH2:18][CH2:19][CH2:20][NH2:21])([CH3:16])[CH3:15]>>[CH3:15][CH:14]([NH:17][CH2:18][CH2:19][CH2:20][NH:21][S:10]([C:6]1[CH:7]=[CH:8][CH:9]=[C:4]([N+:1]([O-:3])=[O:2])[CH:5]=1)(=[O:12])=[O:11])[CH3:16]. Procedure: Following the procedure of Example 1, m-nitrobenzenesulfonyl chloride was reacted with N-isopropyl propane-1,3-diamine to provide the free base, m.r. 57°-59° C., converted to the hydrochloride salt, m.r. 184°-188° C.